From a dataset of the Open Reaction Database (ORD), a public repository of structured organic reaction records. describe an organic reaction: reactants, conditions, products, and yield Reactants: COCCOC, CCOC(C)=O, OCc1cnc(Cl)c(Cl)c1, [K+], [K+], O=C([O-])[O-], O, OB(O)c1ccccc1, c1ccc(P(c2ccccc2)(c2ccccc2)[Pd](P(c2ccccc2)(c2ccccc2)c2ccccc2)(P(c2ccccc2)(c2ccccc2)c2ccccc2)P(c2ccccc2)(c2ccccc2)c2ccccc2)cc1. As a reaction SMILES: [CH2:33]([CH2:34][O:35][CH3:36])[O:37][CH3:38].[CH3:26][CH2:27][O:28][C:29](=[O:30])[CH3:31].[Cl:1][c:2]1[cH:3][c:4]([CH2:9][OH:10])[cH:5][n:6][c:7]1[Cl:8].[K+:20].[K+:21].[O-:22][C:23]([O-:24])=[O:25].[OH2:32].[OH:11][B:12]([OH:13])[c:14]1[cH:15][cH:16][cH:17][cH:18][cH:19]1.[cH:39]1[cH:40][cH:41][c:42]([P:43]([Pd:44]([P:45]([c:46]2[cH:47][cH:48][cH:49][cH:50][cH:51]2)([c:52]2[cH:53][cH:54][cH:55][cH:56][cH:57]2)[c:58]2[cH:59][cH:60][cH:61][cH:62][cH:63]2)([P:64]([c:65]2[cH:66][cH:67][cH:68][cH:69][cH:70]2)([c:71]2[cH:72][cH:73][cH:74][cH:75][cH:76]2)[c:77]2[cH:78][cH:79][cH:80][cH:81][cH:82]2)[P:83]([c:84]2[cH:85][cH:86][cH:87][cH:88][cH:89]2)([c:90]2[cH:91][cH:92][cH:93][cH:94][cH:95]2)[c:96]2[cH:97][cH:98][cH:99][cH:100][cH:101]2)([c:102]2[cH:103][cH:104][cH:105][cH:106][cH:107]2)[c:108]2[cH:109][cH:110][cH:111][cH:112][cH:113]2)[cH:114][cH:115]1>>[Cl:1][c:2]1[cH:3][c:4]([CH2:9][OH:10])[cH:5][n:6][c:7]1-[c:14]1[cH:15][cH:16][cH:17][cH:18][cH:19]1. The product is OCc1cnc(-c2ccccc2)c(Cl)c1. Starting materials: CCO, CC(=O)Nc1ccc(Sc2cc(Cl)ccc2[N+](=O)[O-])cc1, Cc1ccc2c(Cl)ccnc2n1. Yields the product CC(=O)Nc1ccc(Sc2cc(Cl)ccc2Nc2ccnc3nc(C)ccc23)cc1. As a reaction SMILES: [CH3:34][CH2:35][OH:36].[Cl:13][c:14]1[cH:15][cH:16][c:17]([N+:31]([O-:32])=[O:33])[c:18]([S:20][c:21]2[cH:22][cH:23][c:24]([NH:27][C:28]([CH3:29])=[O:30])[cH:25][cH:26]2)[cH:19]1.[Cl:1][c:2]1[c:3]2[cH:4][cH:5][c:6]([CH3:12])[n:7][c:8]2[n:9][cH:10][cH:11]1>>[c:2]1([NH:31][c:17]2[cH:16][cH:15][c:14]([Cl:13])[cH:19][c:18]2[S:20][c:21]2[cH:22][cH:23][c:24]([NH:27][C:28]([CH3:29])=[O:30])[cH:25][cH:26]2)[c:3]2[cH:4][cH:5][c:6]([CH3:12])[n:7][c:8]2[n:9][cH:10][cH:11]1. Reactants: CCOC(=O)c1cc(C#N)c(C)[nH]1, CO, [Li+], [OH-]. The product is Cc1[nH]c(C(=O)O)cc1C#N. RXN SMILES: [C:3](#[N:4])[c:5]1[cH:6][c:7]([C:11](=[O:12])[O:13][CH2:14][CH3:15])[nH:8][c:9]1[CH3:10].[CH3:16][OH:17].[Li+:1].[OH-:2]>>[C:3](#[N:4])[c:5]1[cH:6][c:7]([C:11](=[O:12])[OH:13])[nH:8][c:9]1[CH3:10]. Starting materials: O=C1CCC(=O)N1I, COC(=O)C1CCC(c2ncc3c(=O)[nH]c(N)nn23)CC1, CN(C)C=O. Yields the product COC(=O)C1CCC(c2nc(I)c3c(=O)[nH]c(N)nn23)CC1. Reaction SMILES: [I:22][N:23]1[C:24](=[O:25])[CH2:26][CH2:27][C:28]1=[O:29].[NH2:1][c:2]1[n:3][n:4]2[c:5]([c:6](=[O:8])[nH:7]1)[cH:9][n:10][c:11]2[CH:12]1[CH2:13][CH2:14][CH:15]([C:18](=[O:19])[O:20][CH3:21])[CH2:16][CH2:17]1.[O:30]=[CH:31][N:32]([CH3:33])[CH3:34]>>[NH2:1][c:2]1[n:3][n:4]2[c:5]([c:6](=[O:8])[nH:7]1)[c:9]([I:22])[n:10][c:11]2[CH:12]1[CH2:13][CH2:14][CH:15]([C:18](=[O:19])[O:20][CH3:21])[CH2:16][CH2:17]1. Starting materials: NC(=O)C1=NN=C2N1CCN(C2)C(=O)OC(C)(C)C (1,1-dimethylethyl 3-(aminocarbonyl)-5,6-dihydro[1,2,4]triazolo[4,3-a]pyrazine-7(8H)-carboxylate), COC=1C=CC(=CC1)P2(=S)SP(=S)(S2)C=3C=CC(=CC3)OC (Lawesson's reagent). The solvent is C1=CC=CC=C1 (benzene). Reaction conditions: temperature 80 celsius. The product is NC(=S)C1=NN=C2N1CCN(C2)C(=O)OC(C)(C)C (1,1-Dimethylethyl 3-(aminocarbonothioyl)-5,6-dihydro[1,2,4]triazolo[4,3-a]pyrazine-7(8H)-carboxylate). As a reaction SMILES: [NH2:1][C:2]([C:4]1[N:8]2[CH2:9][CH2:10][N:11]([C:13]([O:15][C:16]([CH3:19])([CH3:18])[CH3:17])=[O:14])[CH2:12][C:7]2=[N:6][N:5]=1)=O.COC1C=CC(P2(SP(C3C=CC(OC)=CC=3)(=S)S2)=[S:29])=CC=1>C1C=CC=CC=1>[NH2:1][C:2]([C:4]1[N:8]2[CH2:9][CH2:10][N:11]([C:13]([O:15][C:16]([CH3:19])([CH3:18])[CH3:17])=[O:14])[CH2:12][C:7]2=[N:6][N:5]=1)=[S:29]. Reported procedure: A mixture of 1,1-dimethylethyl 3-(aminocarbonyl)-5,6-dihydro[1,2,4]triazolo[4,3-a]pyrazine-7(8H)-carboxylate (I111) (0.2 g, 0.748 mmol) and Lawesson's reagent (0.151 g, 0.374 mmol) in benzene (7.48 ml) was heated at 80° C. for 2 h, left to stand over the weekend at RT and then heated for a further 6 h at 80° C. The mixture was cooled, concentrated and then chromatographed (0-5% MeOH in DCM) to give the desired product as a yellow solid in 99 mg.